This data is from the Open Reaction Database (ORD), a public repository of structured organic reaction records. The task is: describe an organic reaction: reactants, conditions, products, and yield Starting materials: C(=O)([O-])[O-].[Na+].[Na+] (Na2CO3), C1(CCCCC1)C1=C(NC2=CC(=CC=C12)C(=O)OC)B1OC(C(O1)(C)C)(C)C (methyl 3-cyclohexyl-2-(4,4,5,5-tetramethyl-1,3,2-dioxaborolan-2-yl)-1H-indole-6-carboxylate), C(C1=CC=CC=C1)OC1=NC=CC=C1Br (2-(benzyloxy)-3-bromopyridine), [Li+].[Cl-] (LiCl). Reagents/catalysts: C=1C=CC(=CC1)[P](C=2C=CC=CC2)(C=3C=CC=CC3)[Pd]([P](C=4C=CC=CC4)(C=5C=CC=CC5)C=6C=CC=CC6)([P](C=7C=CC=CC7)(C=8C=CC=CC8)C=9C=CC=CC9)[P](C=1C=CC=CC1)(C=1C=CC=CC1)C=1C=CC=CC1 (Pd(PPh3)4). Run in C(C)O (ethanol), C1(=CC=CC=C1)C (toluene). Conditions: temperature 80 celsius. The product is C(C1=CC=CC=C1)OC1=NC=CC=C1C=1NC2=CC(=CC=C2C1C1CCCCC1)C(=O)OC (Methyl 2-(2-(benzyloxy)pyridin-3-yl)-3-cyclohexyl-1H-indole-6-carboxylate). Yield: 70.4%. RXN SMILES: C([O-])([O-])=O.[Na+].[Na+].[CH:7]1([C:13]2[C:21]3[C:16](=[CH:17][C:18]([C:22]([O:24][CH3:25])=[O:23])=[CH:19][CH:20]=3)[NH:15][C:14]=2B2OC(C)(C)C(C)(C)O2)[CH2:12][CH2:11][CH2:10][CH2:9][CH2:8]1.[CH2:35]([O:42][C:43]1[C:48](Br)=[CH:47][CH:46]=[CH:45][N:44]=1)[C:36]1[CH:41]=[CH:40][CH:39]=[CH:38][CH:37]=1.[Li+].[Cl-]>C(O)C.C1(C)C=CC=CC=1.C1C=CC([P]([Pd]([P](C2C=CC=CC=2)(C2C=CC=CC=2)C2C=CC=CC=2)([P](C2C=CC=CC=2)(C2C=CC=CC=2)C2C=CC=CC=2)[P](C2C=CC=CC=2)(C2C=CC=CC=2)C2C=CC=CC=2)(C2C=CC=CC=2)C2C=CC=CC=2)=CC=1>[CH2:35]([O:42][C:43]1[C:48]([C:14]2[NH:15][C:16]3[C:21]([C:13]=2[CH:7]2[CH2:12][CH2:11][CH2:10][CH2:9][CH2:8]2)=[CH:20][CH:19]=[C:18]([C:22]([O:24][CH3:25])=[O:23])[CH:17]=3)=[CH:47][CH:46]=[CH:45][N:44]=1)[C:36]1[CH:41]=[CH:40][CH:39]=[CH:38][CH:37]=1 |f:0.1.2,5.6,^1:65,67,86,105|. Procedure: 2M Na2CO3 (1.25 mL, 2.5 mmol) aqueous solution was added to a suspension of methyl 3-cyclohexyl-2-(4,4,5,5-tetramethyl-1,3,2-dioxaborolan-2-yl)-1H-indole-6-carboxylate (383 mg, 1.0 mmol), 2-(benzyloxy)-3-bromopyridine (317 mg, 1.2 mmol) and LiCl (84.8 mg, 2.0 mmol), in ethanol (3 mL) and toluene (3 mL). The mixture was degassed by evacuating the reaction flask and then flushing with N2. Pd(PPh3)4 (58 mg, 0.05 mmol) was then added, and the reaction mixture was heated at 80° C. for 6 hr. The react... Starting materials: C(C)OC(CNC1=NC=CC=C1NC(C1=CC=C(C=C1)Cl)=O)=O (N-[3-[(4-chlorobenzoyl)amino]-2-pyridinyl]glycine ethyl ester), C (charcoal). The solvent is C(Cl)Cl (methylene chloride). The product is C(C)OC(CN1C(=NC=2C1=NC=CC2)C2=CC=C(C=C2)Cl)=O (2-(4-Chlorophenyl)-3H-imidazo[4,5-b]pyridine-3-acetic acid ethyl ester). Yield: 48.0%. As a reaction SMILES: [CH2:1]([O:3][C:4](=[O:23])[CH2:5][NH:6][C:7]1[C:12]([NH:13][C:14](=O)[C:15]2[CH:20]=[CH:19][C:18]([Cl:21])=[CH:17][CH:16]=2)=[CH:11][CH:10]=[CH:9][N:8]=1)[CH3:2].C>C(Cl)Cl>[CH2:1]([O:3][C:4](=[O:23])[CH2:5][N:6]1[C:7]2=[N:8][CH:9]=[CH:10][CH:11]=[C:12]2[N:13]=[C:14]1[C:15]1[CH:20]=[CH:19][C:18]([Cl:21])=[CH:17][CH:16]=1)[CH3:2]. Procedure: Solid N-[3-[(4-chlorobenzoyl)amino]-2-pyridinyl]glycine ethyl ester, 15.5 g (0.04 mole) was heated in glass at 210°-20° C. in a Wood's metal bath for 8 minutes. The residue was dissolved in methylene chloride, treated with charcoal, and filtered through a Celite pad. The filtrate (red) was treated with Florisil® to give a colorless filtrate. The filtrate was evaporated to give a solid, which was recrystallized from tetrahydrofuran-petroleum ether. The solid was collected, washed with petroleum e... Reactants: CC(C)(C)OC(=O)NC1CCNC1, O=C([O-])O, ClCCl, Fc1ccc(CBr)cc1F, [Na+], O. Yields the product CC(C)(C)OC(=O)NC1CCN(Cc2ccc(F)c(F)c2)C1. As a reaction SMILES: [C:1]([CH3:2])([CH3:3])([CH3:4])[O:5][C:6](=[O:7])[NH:8][CH:9]1[CH2:10][NH:11][CH2:12][CH2:13]1.[C:25](=[O:26])([OH:27])[O-:28].[CH2:30]([Cl:31])[Cl:32].[F:14][c:15]1[cH:16][c:17]([CH2:18][Br:19])[cH:20][cH:21][c:22]1[F:23].[Na+:29].[OH2:24]>>[C:1]([CH3:2])([CH3:3])([CH3:4])[O:5][C:6](=[O:7])[NH:8][CH:9]1[CH2:10][N:11]([CH2:18][c:17]2[cH:16][c:15]([F:14])[c:22]([F:23])[cH:21][cH:20]2)[CH2:12][CH2:13]1. Starting materials: CCc1c(C2CCN(C(=O)OC(C)(C)C)CC2)c2ccc(F)cc2n1-c1ccccc1, ClCCl, O=C(O)C(F)(F)F. Yields the product CCc1c(C2CCNCC2)c2ccc(F)cc2n1-c1ccccc1. RXN SMILES: [C:1]([O:2][C:3](=[O:4])[N:8]1[CH2:9][CH2:10][CH:11]([c:14]2[c:15]([CH2:30][CH3:31])[n:16](-[c:24]3[cH:25][cH:26][cH:27][cH:28][cH:29]3)[c:17]3[cH:18][c:19]([F:23])[cH:20][cH:21][c:22]23)[CH2:12][CH2:13]1)([CH3:5])([CH3:6])[CH3:7].[Cl:39][CH2:40][Cl:41].[OH:32][C:33]([C:34]([F:35])([F:36])[F:37])=[O:38]>>[NH:8]1[CH2:9][CH2:10][CH:11]([c:14]2[c:15]([CH2:30][CH3:31])[n:16](-[c:24]3[cH:25][cH:26][cH:27][cH:28][cH:29]3)[c:17]3[cH:18][c:19]([F:23])[cH:20][cH:21][c:22]23)[CH2:12][CH2:13]1. Starting materials: ClCCCN1C2=NC(=NC(=C2N=C1OC)N)O[C@H](CCC)C (9-(3-chloropropyl)-2-{[(1S)-1-methylbutyl]oxy}-8-(methyloxy)-9H-purin-6-amine), N1CCCCC1 (piperidine). The product is NC1=C2NC(N(C2=NC(=N1)O[C@H](CCC)C)CCCN1CCCCC1)=O (6-Amino-2-{[(1S)-1-methylbutyl]oxy}-9-[3-(1-piperidinyl)propyl]-7,9-dihydro-8H-purin-8-one). As a reaction SMILES: Cl[CH2:2][CH2:3][CH2:4][N:5]1[C:13]([O:14]C)=[N:12][C:11]2[C:6]1=[N:7][C:8]([O:17][C@@H:18]([CH3:22])[CH2:19][CH2:20][CH3:21])=[N:9][C:10]=2[NH2:16].[NH:23]1[CH2:28][CH2:27][CH2:26][CH2:25][CH2:24]1>>[NH2:16][C:10]1[N:9]=[C:8]([O:17][C@@H:18]([CH3:22])[CH2:19][CH2:20][CH3:21])[N:7]=[C:6]2[C:11]=1[NH:12][C:13](=[O:14])[N:5]2[CH2:4][CH2:3][CH2:2][N:23]1[CH2:28][CH2:27][CH2:26][CH2:25][CH2:24]1. Procedure: Prepared similarly to Example 29 from 9-(3-chloropropyl)-2-{[(1S)-1-methylbutyl]oxy}-8-(methyloxy)-9H-purin-6-amine and piperidine.